From a dataset of the Open Reaction Database (ORD), a public repository of structured organic reaction records. describe an organic reaction: reactants, conditions, products, and yield Reactants: NCCOCCOCCN (2-[2-(2-Amino-ethoxy)-ethoxy]-ethylamine), C(C)O (ethanol), C[Si](CCCOCC1OC1)(CC[Si](C)(C)C)C (2-{3-[Dimethyl-(2-trimethylsilanyl-ethyl)-silanyl]-propoxymethyl}-oxirane), C(C)O (ethanol), C(C)O (Ethanol). Reaction conditions: temperature 70 celsius. Product: C[Si](CCCOCC(CNCCOCCOCCO)O)(CC[Si](C)(C)C)C (1-{3-[Dimethyl-(2-trimethylsilanyl-ethyl)-silanyl]-propoxy}-3-[2-(2-hydroxy-ethoxy-ethoxy)-ethylamino]-propan-2-ol). As a reaction SMILES: N[CH2:2][CH2:3][O:4][CH2:5][CH2:6][O:7][CH2:8][CH2:9][NH2:10].[CH3:11][Si:12]([CH3:27])([CH2:21][CH2:22][Si:23]([CH3:26])([CH3:25])[CH3:24])[CH2:13][CH2:14][CH2:15][O:16][CH2:17][CH:18]1[CH2:20][O:19]1.C([OH:30])C>>[CH3:11][Si:12]([CH3:27])([CH2:21][CH2:22][Si:23]([CH3:26])([CH3:25])[CH3:24])[CH2:13][CH2:14][CH2:15][O:16][CH2:17][CH:18]([OH:19])[CH2:20][NH:10][CH2:9][CH2:8][O:7][CH2:6][CH2:5][O:4][CH2:3][CH2:2][OH:30]. Procedure details: 2-[2-(2-Amino-ethoxy)-ethoxy]-ethylamine (5.40 g; 36.4 mMol) and 40 mL of ethanol were charged to a 100 ml RB flask equipped with a magnetic stirrer. The mixture was stirred and heated to 70° C. 2-{3-[Dimethyl-(2-trimethylsilanyl-ethyl)-silanyl]-propoxymethyl}-oxirane 8 (2 g; 7.28 mMol) mixed with 10 g ethanol was placed in an addition funnel and added dropwise to the flask. The mixture was stirred and maintained at 70° C. for an additional 4 hours. Ethanol was stripped off on the rotovap. The m... Reactants: CO, CS(=O)(=O)O, CC(C)(O)C#Cc1cnc2c(c1)C1(COC(N)=N1)c1cc(O)ccc1O2. Yields the product COC(C)(C)C#Cc1cnc2c(c1)C1(COC(N)=N1)c1cc(O)ccc1O2. As a reaction SMILES: [CH3:27][OH:28].[CH3:29][S:30]([OH:31])(=[O:32])=[O:33].[NH2:1][C:2]1=[N:26][C:5]2([CH2:4][O:3]1)[c:6]1[cH:7][c:8]([OH:25])[cH:9][cH:10][c:11]1[O:12][c:13]1[n:14][cH:15][c:16]([C:19]#[C:20][C:21]([CH3:22])([CH3:23])[OH:24])[cH:17][c:18]12>>[NH2:1][C:2]1=[N:26][C:5]2([CH2:4][O:3]1)[c:6]1[cH:7][c:8]([OH:25])[cH:9][cH:10][c:11]1[O:12][c:13]1[n:14][cH:15][c:16]([C:19]#[C:20][C:21]([CH3:22])([CH3:23])[O:24][CH3:29])[cH:17][c:18]12. Reactants: CO, Cl, CC(C)(C)OC(=O)N1CC2CC(N=[N+]=[N-])CN2C(C(c2ccccc2)c2ccccc2)C1. Yields the product CC(C)(C)OC(=O)N1CC2CC(N)CN2C(C(c2ccccc2)c2ccccc2)C1. Reaction SMILES: [CH3:34][OH:35].[ClH:1].[N:2](=[N+:3]=[N-:4])[CH:5]1[CH2:6][CH:7]2[N:8]([CH:9]([CH:20]([c:21]3[cH:22][cH:23][cH:24][cH:25][cH:26]3)[c:27]3[cH:28][cH:29][cH:30][cH:31][cH:32]3)[CH2:10][N:11]([C:13](=[O:14])[O:15][C:16]([CH3:17])([CH3:18])[CH3:19])[CH2:12]2)[CH2:33]1>>[NH2:2][CH:5]1[CH2:6][CH:7]2[N:8]([CH:9]([CH:20]([c:21]3[cH:22][cH:23][cH:24][cH:25][cH:26]3)[c:27]3[cH:28][cH:29][cH:30][cH:31][cH:32]3)[CH2:10][N:11]([C:13](=[O:14])[O:15][C:16]([CH3:17])([CH3:18])[CH3:19])[CH2:12]2)[CH2:33]1.